From a dataset of the Open Reaction Database (ORD), a public repository of structured organic reaction records. describe an organic reaction: reactants, conditions, products, and yield The reactants are C[O-].[Na+] (sodium methoxide), Cl.ClC1=C(C(=CC=C1)Cl)CC(N)=N (2-(2,6-dichlorophenyl)ethaneimidamide hydrochloride), ClC1=CC=C(C=C1)C1=NN(C(N1C1CC1)=O)CC(=O)NN (2-[3-(4-Chlorophenyl)-4-cyclopropyl-5-oxo-4,5-dihydro-1H-1,2,4-triazol-1-yl]acetohydrazide). Solvent: CO (methanol), CO (methanol). Conditions: time 1 hour. Yields the product ClC1=CC=C(C=C1)C=1N(C(N(N1)CC1=NN=C(N1)CC1=C(C=CC=C1Cl)Cl)=O)C1CC1 (5-(4-Chlorophenyl)-4-cyclopropyl-2-{[5-(2,6-dichlorobenzyl)-4H-1,2,4-triazol-3-yl]methyl}-2,4-dihydro-3H-1,2,4-triazol-3-one). RXN SMILES: Cl.[Cl:2][C:3]1[CH:8]=[CH:7][CH:6]=[C:5]([Cl:9])[C:4]=1[CH2:10][C:11](=[NH:13])[NH2:12].C[O-].[Na+].[Cl:17][C:18]1[CH:23]=[CH:22][C:21]([C:24]2[N:28]([CH:29]3[CH2:31][CH2:30]3)[C:27](=[O:32])[N:26]([CH2:33][C:34]([NH:36]N)=O)[N:25]=2)=[CH:20][CH:19]=1>CO>[Cl:17][C:18]1[CH:23]=[CH:22][C:21]([C:24]2[N:28]([CH:29]3[CH2:31][CH2:30]3)[C:27](=[O:32])[N:26]([CH2:33][C:34]3[NH:12][C:11]([CH2:10][C:4]4[C:3]([Cl:2])=[CH:8][CH:7]=[CH:6][C:5]=4[Cl:9])=[N:13][N:36]=3)[N:25]=2)=[CH:20][CH:19]=1 |f:0.1,2.3|. Procedure: 58 mg (0.24 mmol) of 2-(2,6-dichlorophenyl)ethaneimidamide hydrochloride were initially charged in 1 ml of dry methanol, 66 μl (0.24 mmol) of a 25% strength methanolic sodium methoxide solution were added and the mixture was stirred at RT for 1 h. 50 mg (0.16 mmol) of the compound from Example 21A, dissolved in 0.6 ml of methanol, were then added. The reaction was stirred at room temperature overnight. The precipitated colorless solid was filtered off with suction, washed with a little methanol ... The yield is 63.2%. Run in C(Cl)Cl (methylene chloride). Conditions: time 2 hour. Product: C(C)(=O)C1=CC=C(C(=C1OCCCC(=O)OCC)CCC)OCCCS(=O)C1=C(C(=C(C=C1)C(C)=O)O)CCC (Ethyl 4-[6-acetyl -3-[3-(4-acetyl-3-hydroxy-2-propyl-phenylsulfinyl)propoxy]-2-propylphenoxy]butyrate). Procedure: To a mixture of ethyl 4-[6-acetyl-3-[3-(4-acetyl-3-hydroxy-2-propylphenylthio)propoxy]-2-propylp henoxy]butyrate (1.2 g) in methylene chloride (40 ml) was added m-chloroperbenzoic acid (0.51 g) on ice-water bath and was subjected to stirring at the same temperature for 2 hours. The obtained organic layer was washed twice with a cooled aqueous solution of potassium carbonate, then with a saturated aqueous solution of sodium chloride, dried over sodium sulfate and concentrated. The resultant resid... Reaction SMILES: [C:1]([C:4]1[C:9]([O:10][CH2:11][CH2:12][CH2:13][C:14]([O:16][CH2:17][CH3:18])=[O:15])=[C:8]([CH2:19][CH2:20][CH3:21])[C:7]([O:22][CH2:23][CH2:24][CH2:25][S:26][C:27]2[CH:32]=[CH:31][C:30]([C:33](=[O:35])[CH3:34])=[C:29]([OH:36])[C:28]=2[CH2:37][CH2:38][CH3:39])=[CH:6][CH:5]=1)(=[O:3])[CH3:2].ClC1C=CC=C(C(OO)=[O:48])C=1>C(Cl)Cl>[C:1]([C:4]1[C:9]([O:10][CH2:11][CH2:12][CH2:13][C:14]([O:16][CH2:17][CH3:18])=[O:15])=[C:8]([CH2:19][CH2:20][CH3:21])[C:7]([O:22][CH2:23][CH2:24][CH2:25][S:26]([C:27]2[CH:32]=[CH:31][C:30]([C:33](=[O:35])[CH3:34])=[C:29]([OH:36])[C:28]=2[CH2:37][CH2:38][CH3:39])=[O:48])=[CH:6][CH:5]=1)(=[O:3])[CH3:2]. The reactants are C(C)(=O)C1=CC=C(C(=C1OCCCC(=O)OCC)CCC)OCCCSC1=C(C(=C(C=C1)C(C)=O)O)CCC (ethyl 4-[6-acetyl-3-[3-(4-acetyl-3-hydroxy-2-propylphenylthio)propoxy]-2-propylp henoxy]butyrate), ClC1=CC(=CC=C1)C(=O)OO (m-chloroperbenzoic acid). The reactants are ClC1=C(C(=O)O)C=CC=C1Cl (2,3-dichlorobenzoic acid), CC1=NC=C(C=N1)C1(OCCC1)CN ((2-(2-methylpyrimidin-5-yl)tetrahydrofuran-2-yl)methanamine). Yields the product ClC1=C(C(=O)NCC2(OCCC2)C=2C=NC(=NC2)C)C=CC=C1Cl (2,3-Di chloro-N-((2-(2-methylpyrimidin-5-yl)tetrahydrofuran-2-yl)methyl)benzamide). Reaction SMILES: [Cl:1][C:2]1[C:10]([Cl:11])=[CH:9][CH:8]=[CH:7][C:3]=1[C:4]([OH:6])=O.[CH3:12][C:13]1[N:18]=[CH:17][C:16]([C:19]2([CH2:24][NH2:25])[CH2:23][CH2:22][CH2:21][O:20]2)=[CH:15][N:14]=1>>[Cl:1][C:2]1[C:10]([Cl:11])=[CH:9][CH:8]=[CH:7][C:3]=1[C:4]([NH:25][CH2:24][C:19]1([C:16]2[CH:17]=[N:18][C:13]([CH3:12])=[N:14][CH:15]=2)[CH2:23][CH2:22][CH2:21][O:20]1)=[O:6]. Reported procedure: From 2,3-dichlorobenzoic acid and (2-(2-methylpyrimidin-5-yl)tetrahydrofuran-2-yl)methanamine. LCMS (MH+): m/z=366.0, tR (minutes, Method E)=0.52 Starting materials: [N+](=O)([O-])C=1C=C(OC=2C=CC(=NC2)N)C=CC1 (5-(3-nitrophenoxy)pyridin-2-amine), C1(=CC=C(C=C1)S(=O)(=O)Cl)C (p-toluenesulfonyl chloride), N1=CC=CC=C1 (pyridine). Run in O (water). Conditions: temperature 80 celsius, time 2 hour. Yields the product CC1=CC=C(C=C1)S(=O)(=O)NC1=NC=C(C=C1)OC1=CC(=CC=C1)[N+](=O)[O-] (4-methyl-N-[5-(3-nitrophenoxy)pyridin-2-yl]benzenesulfonamide). Isolated yield 92.0%. RXN SMILES: [N+:1]([C:4]1[CH:5]=[C:6]([CH:15]=[CH:16][CH:17]=1)[O:7][C:8]1[CH:9]=[CH:10][C:11]([NH2:14])=[N:12][CH:13]=1)([O-:3])=[O:2].[C:18]1([CH3:28])[CH:23]=[CH:22][C:21]([S:24](Cl)(=[O:26])=[O:25])=[CH:20][CH:19]=1.N1C=CC=CC=1>O>[CH3:28][C:18]1[CH:23]=[CH:22][C:21]([S:24]([NH:14][C:11]2[CH:10]=[CH:9][C:8]([O:7][C:6]3[CH:15]=[CH:16][CH:17]=[C:4]([N+:1]([O-:3])=[O:2])[CH:5]=3)=[CH:13][N:12]=2)(=[O:26])=[O:25])=[CH:20][CH:19]=1. Procedure details: A mixture of 5-(3-nitrophenoxy)pyridin-2-amine (2.70 g, 11.7 mmol), p-toluenesulfonyl chloride (2.67 g, 14.0 mmol) and pyridine (20 mL) was stirred at 80° C. for 2 hr. The reaction mixture was diluted with water and extracted with ethyl acetate (×3). The organic layer was washed with saturated brine, dried over anhydrous magnesium sulfate and filtrated. The filtrate was concentrated under reduced pressure. The residue was collected by filtration and washed with ethyl acetate-hexane to give 4-met... RXN SMILES: [OH:1][CH:2]([C:30]1[O:31][C:32]([CH2:35][O:36][CH3:37])=[N:33][N:34]=1)[CH:3]([NH:6][C:7](=[O:29])[C:8]([CH3:28])([S:18]([CH2:21][C:22]1[CH:27]=[CH:26][CH:25]=[CH:24][CH:23]=1)(=[O:20])=[O:19])[CH2:9][C:10]([N:12]1[CH2:17][CH2:16][O:15][CH2:14][CH2:13]1)=[O:11])[CH2:4][CH3:5].CC(OI1(OC(C)=O)(OC(C)=O)OC(=O)C2C=CC=CC1=2)=O.[O-]S([O-])(=S)=O.[Na+].[Na+].C([O-])(O)=O.[Na+]>>[CH3:37][O:36][CH2:35][C:32]1[O:31][C:30]([C:2]([CH:3]([NH:6][C:7](=[O:29])[C:8]([CH3:28])([S:18]([CH2:21][C:22]2[CH:23]=[CH:24][CH:25]=[CH:26][CH:27]=2)(=[O:20])=[O:19])[CH2:9][C:10]([N:12]2[CH2:13][CH2:14][O:15][CH2:16][CH2:17]2)=[O:11])[CH2:4][CH3:5])=[O:1])=[N:34][N:33]=1 |f:2.3.4.5.6|. Procedure: This amide then was treated with Dess-Martin periodinane (111 mg, 0.149 mmol) at room temperature. After stirring for 1 hour, 5 mls of saturated Na2S2O3—NaHCO3 was added. After a further 0.5 hours, the reaction mixture was extracted with ethyl acetate, washed with brine, dried with MgSO4 and concentrated. The residue was purified with silica gel column chromatography to yield 13 mgs of N-[1-(5-Methoxymethyl-[1,3,4]oxadiazole-2-carbonyl)-propyl]-4-morpholin-4-yl-4-oxo-2-benzylsulfonyl-methyl-buty... Starting materials: OC(C(CC)NC(C(CC(=O)N1CCOCC1)(S(=O)(=O)CC1=CC=CC=C1)C)=O)C=1OC(=NN1)COC (N-{1-[Hydroxy-(5-methoxymethyl-[1,3,4]oxadiazol-2-yl)-methyl]-propyl}-4-morpholin-4-yl-4-oxo-2-benzylsulfonyl-methyl-butyramide), CC(=O)OI1(C=2C=CC=CC2C(=O)O1)(OC(=O)C)OC(=O)C (Dess-Martin periodinane), [O-]S(=O)(=S)[O-].[Na+].[Na+].C(=O)(O)[O-].[Na+] (Na2S2O3 NaHCO3). Reaction conditions: time 1 hour. The product is COCC1=NN=C(O1)C(=O)C(CC)NC(C(CC(=O)N1CCOCC1)(S(=O)(=O)CC1=CC=CC=C1)C)=O (N-[1-(5-Methoxymethyl-[1,3,4]oxadiazole-2-carbonyl)-propyl]-4-morpholin-4-yl-4-oxo-2-benzylsulfonyl-methyl-butyramide). Reactants: CC(=O)O, N#CC1=Cc2ccccc2C(N2CCN(N=O)CC2)c2ccccc21, [NH4+], [OH-], O, [Zn]. Yields the product N#CC1=Cc2ccccc2C(N2CCN(N)CC2)c2ccccc21. Reaction SMILES: [CH3:30][C:31](=[O:32])[OH:33].[N:2](=[O:3])[N:4]1[CH2:5][CH2:6][N:7]([CH:10]2[c:11]3[c:12]([cH:23][cH:24][cH:25][cH:26]3)[C:13]([C:21]#[N:22])=[CH:14][c:15]3[c:16]2[cH:17][cH:18][cH:19][cH:20]3)[CH2:8][CH2:9]1.[NH4+:27].[OH-:28].[OH2:1].[Zn:29]>>[NH2:2][N:4]1[CH2:5][CH2:6][N:7]([CH:10]2[c:11]3[c:12]([cH:23][cH:24][cH:25][cH:26]3)[C:13]([C:21]#[N:22])=[CH:14][c:15]3[c:16]2[cH:17][cH:18][cH:19][cH:20]3)[CH2:8][CH2:9]1. Starting materials: O=C1CCC(=O)N1Br, CCOC(=O)C(F)(F)Sc1nccn1-c1ccc(C#N)c2ccccc12, ClCCl. The product is CCOC(=O)C(F)(F)Sc1ncc(Br)n1-c1ccc(C#N)c2ccccc12. As a reaction SMILES: [Br:1][N:2]1[C:3](=[O:4])[CH2:5][CH2:6][C:7]1=[O:8].[C:9](#[N:10])[c:11]1[cH:12][cH:13][c:14](-[n:21]2[c:22]([S:26][C:27]([C:28](=[O:29])[O:30][CH2:31][CH3:32])([F:33])[F:34])[n:23][cH:24][cH:25]2)[c:15]2[cH:16][cH:17][cH:18][cH:19][c:20]12.[Cl:35][CH2:36][Cl:37]>>[Br:1][c:25]1[n:21](-[c:14]2[cH:13][cH:12][c:11]([C:9]#[N:10])[c:20]3[c:15]2[cH:16][cH:17][cH:18][cH:19]3)[c:22]([S:26][C:27]([C:28](=[O:29])[O:30][CH2:31][CH3:32])([F:33])[F:34])[n:23][cH:24]1. Starting materials: BrC1=CC=C(C=N1)NC1=NC(=C(C=C1)CC1=CNC=2N=CN=C(C21)OCC)F ((6-bromo-pyridin-3-yl)-[5-(4-ethoxy-7H-pyrrolo[2,3-d]pyrimidin-5-ylmethyl)-6-fluoro-pyridin-2-yl]-amine), C(C)(C)(C)[Li] (tert-butyllithium), O (water). The solvent is O1CCCC1 (tetrahydrofuran). Run at temperature -78 celsius, time 30 minute. Product: C(C)OC=1C2=C(N=CN1)NC=C2CC=2C=CC(=NC2F)NC=2C=NC=CC2 ([5-(4-ethoxy-7H-pyrrolo[2,3-d]pyrimidin-5-ylmethyl)-6-fluoro-pyridin-2-yl]-pyridin-3-yl-amine). The yield is 78.4%. Reaction SMILES: Br[C:2]1[N:7]=[CH:6][C:5]([NH:8][C:9]2[CH:14]=[CH:13][C:12]([CH2:15][C:16]3[C:24]4[C:23]([O:25][CH2:26][CH3:27])=[N:22][CH:21]=[N:20][C:19]=4[NH:18][CH:17]=3)=[C:11]([F:28])[N:10]=2)=[CH:4][CH:3]=1.C([Li])(C)(C)C.O>O1CCCC1>[CH2:26]([O:25][C:23]1[C:24]2[C:16]([CH2:15][C:12]3[CH:13]=[CH:14][C:9]([NH:8][C:5]4[CH:6]=[N:7][CH:2]=[CH:3][CH:4]=4)=[N:10][C:11]=3[F:28])=[CH:17][NH:18][C:19]=2[N:20]=[CH:21][N:22]=1)[CH3:27]. Reported procedure: To (6-bromo-pyridin-3-yl)-[5-(4-ethoxy-7H-pyrrolo[2,3-d]pyrimidin-5-ylmethyl)-6-fluoro-pyridin-2-yl]-amine (P-4020, 0.040 g, 0.090 mmol) in 5.0 mL of tetrahydrofuran under nitrogen at −78° C., tert-butyllithium (0.531 mL, 1.70 M in hexane, 0.903 mmol) is added. The reaction is stirred at −78° C. for 30 minutes, then poured into water and extracted with ethyl acetate. The organic layer is dried over sodium sulfate, filtered and the filtrate concentrated under vacuum. The resulting material is pur...